This data is from the Open Reaction Database (ORD), a public repository of structured organic reaction records. The task is: describe an organic reaction: reactants, conditions, products, and yield Reactants: FC=1C=C(C=CC1I)N1C(O[C@H](C1)CN1N=NC=C1)=O ((5R)-3-(3-Fluoro-4-iodophenyl)-5-(1H-1,2,3-triazol-1-ylmethyl)-1,3-oxazolidin-2-one), C[Sn](C1=CC=C(S1)C1=NOC(C1)CO)(C)C ({3-[5-(trimethylstannyl)thien-2-yl]-4,5-dihydroisoxazol-5-yl}methanol), O1C(=CC=C1)P(C=1OC=CC1)C=1OC=CC1 (tri-2-furylphosphine). Reagents/catalysts: C1=CC=C(C=C1)/C=C/C(=O)/C=C/C2=CC=CC=C2.C1=CC=C(C=C1)/C=C/C(=O)/C=C/C2=CC=CC=C2.C1=CC=C(C=C1)/C=C/C(=O)/C=C/C2=CC=CC=C2.C(Cl)(Cl)Cl.[Pd].[Pd] (tris(dibenzylideneacetone)dipalladium (0)-chloroform adduct). Reaction conditions: temperature 90 celsius. Product: FC=1C=C(C=CC1C=1SC(=CC1)C1=NOC(C1)CO)N1C(O[C@H](C1)CN1N=NC=C1)=O ((5R)-3-(3-Fluoro-4-{5-[5-(hydroxymethyl)-4,5-dihydroisoxazol-3-yl]thien-2-yl}phenyl)-5-(1H-1,2,3-triazol-1-ylmethyl)-1,3-oxazolidin-2-one). Isolated yield 53.1%. As a reaction SMILES: [F:1][C:2]1[CH:3]=[C:4]([N:9]2[CH2:13][C@H:12]([CH2:14][N:15]3[CH:19]=[CH:18][N:17]=[N:16]3)[O:11][C:10]2=[O:20])[CH:5]=[CH:6][C:7]=1I.C[Sn](C)(C)[C:23]1[S:27][C:26]([C:28]2[CH2:32][CH:31]([CH2:33][OH:34])[O:30][N:29]=2)=[CH:25][CH:24]=1.O1C=CC=C1P(C1OC=CC=1)C1OC=CC=1>C1C=CC(/C=C/C(/C=C/C2C=CC=CC=2)=O)=CC=1.C1C=CC(/C=C/C(/C=C/C2C=CC=CC=2)=O)=CC=1.C1C=CC(/C=C/C(/C=C/C2C=CC=CC=2)=O)=CC=1.C(Cl)(Cl)Cl.[Pd].[Pd]>[F:1][C:2]1[CH:3]=[C:4]([N:9]2[CH2:13][C@H:12]([CH2:14][N:15]3[CH:19]=[CH:18][N:17]=[N:16]3)[O:11][C:10]2=[O:20])[CH:5]=[CH:6][C:7]=1[C:23]1[S:27][C:26]([C:28]2[CH2:32][CH:31]([CH2:33][OH:34])[O:30][N:29]=2)=[CH:25][CH:24]=1 |f:3.4.5.6.7.8|. Procedure details: (5R)-3-(3-Fluoro-4-iodophenyl)-5-(1H-1,2,3-triazol-1-ylmethyl)-1,3-oxazolidin-2-one (280 mg, 0.72 mM), {3-[5-(trimethylstannyl)thien-2-yl]-4,5-dihydroisoxazol-5-yl}methanol (250 mg, 0.72 mM), tris(dibenzylideneacetone)dipalladium (0)-chloroform adduct (75 mg, 0.072 mM) and tri-2-furylphosphine (34 mg, 0.145 mM) were placed in a flask. The solids were degassed and placed under nitrogen. Anhydrous dioxane (5 ml) was added and the suspension was heated at 90° C. for 16 hours. The reaction mixture w... Starting materials: CO (MeOH), COC(N(C)C)OC (N,N-dimethylformamide dimethylacetal), [Si](C)(C)(C(C)(C)C)OC[C@@H]1CC([C@@H](O1)N1C(=O)NC(=O)C(=C1)C)=O (5'-O-(t-Butyldimethylsilyl)-2',3'-dideoxy-5-methyl-2'-oxo-uridine). Run in CN(C=O)C (dimethylformamide). Conditions: temperature 50 celsius. The product is [Si](C)(C)(C(C)(C)C)OC[C@@H]1C(C([C@@H](O1)N1C(=O)NC(=O)C(=C1)C)=O)=CN(C)C (5'-O-(t-Butyldimethylsilyl)-2',3'-dideoxy-3'-(N,N-dimethylaminomethylene)-5-methyl-2'-oxo-uridine). The yield is 56.3%. As a reaction SMILES: [Si:1]([O:8][CH2:9][C@H:10]1[O:14][C@@H:13]([N:15]2[CH:22]=[C:21]([CH3:23])[C:19](=[O:20])[NH:18][C:16]2=[O:17])[C:12](=[O:24])[CH2:11]1)([C:4]([CH3:7])([CH3:6])[CH3:5])([CH3:3])[CH3:2].CO[CH:27](OC)[N:28]([CH3:30])[CH3:29].CO>CN(C)C=O>[Si:1]([O:8][CH2:9][C@H:10]1[O:14][C@@H:13]([N:15]2[CH:22]=[C:21]([CH3:23])[C:19](=[O:20])[NH:18][C:16]2=[O:17])[C:12](=[O:24])[C:11]1=[CH:27][N:28]([CH3:30])[CH3:29])([C:4]([CH3:7])([CH3:5])[CH3:6])([CH3:2])[CH3:3]. Procedure details: 5'-O-(t-Butyldimethylsilyl)-2',3'-dideoxy-5-methyl-2'-oxo-uridine (3.854 g, 10.9 mmol) from Step 3 was dissolved in 50 mL of dry dimethylformamide (DMF) and 1.74 mL (1.56 g, 13.1 mmol) of N,N-dimethylformamide dimethylacetal was added. The reaction mixture was heated in an oil bath at 50° C. for 40 min. The solvent was evaporated in vacuo and the residue purified on a silica gel column, the product eluting with 5% methanol in methylene chloride to give 2.512 g (56.3% yield) of the title compound... The yield is 57.2%. The reactants are [OH-].[Na+] (sodium hydroxide), C(CCC)NC1=NC(=C2N=C(N(C2=N1)CC1CCOCC1)OC)N (N2-butyl-8-methoxy-9-(tetrahydro-2H-pyran-4-ylmethyl)-9H-purine-2,6-diamine), Cl (hydrogen chloride). Reported procedure: To a solution of N2-butyl-8-methoxy-9-(tetrahydro-2H-pyran-4-ylmethyl)-9H-purine-2,6-diamine (310 mg) in dry methanol (30 ml) at room temperature and under nitrogen was added 4.0M hydrogen chloride in 1,4-dioxane (5.5 ml) in one go. The reaction was left to stir at room temperature for 16 hours. The reaction was neutralised by the addition of 2.0M sodium hydroxide solution and concentrated in vacuo. The residue was taken up in water (10 ml) and the solid filtered and dried on the rotary evaporat... Solvent: CO (methanol), O1CCOCC1 (1,4-dioxane). Reaction conditions: time 16 hour. RXN SMILES: [CH2:1]([NH:5][C:6]1[N:14]=[C:13]2[C:9]([N:10]=[C:11]([O:22]C)[N:12]2[CH2:15][CH:16]2[CH2:21][CH2:20][O:19][CH2:18][CH2:17]2)=[C:8]([NH2:24])[N:7]=1)[CH2:2][CH2:3][CH3:4].Cl.[OH-].[Na+]>CO.O1CCOCC1>[NH2:24][C:8]1[N:7]=[C:6]([NH:5][CH2:1][CH2:2][CH2:3][CH3:4])[N:14]=[C:13]2[C:9]=1[NH:10][C:11](=[O:22])[N:12]2[CH2:15][CH:16]1[CH2:17][CH2:18][O:19][CH2:20][CH2:21]1 |f:2.3|. Product: NC1=C2NC(N(C2=NC(=N1)NCCCC)CC1CCOCC1)=O (6-Amino-2-butylamino-9-(tetrahydro-2H-Pyran-4-ylmethyl)-7,9-dihydro-8H-Purin-8-one). Reactants: [Br-], C[Mg+], ClCCl, O=C1CCc2cc(Cl)ccc2C1, O. The product is CC1(O)CCc2cc(Cl)ccc2C1. RXN SMILES: [Br-:1].[CH3:2][Mg+:3].[Cl:16][CH2:17][Cl:18].[Cl:4][c:5]1[cH:6][c:7]2[c:12]([cH:13][cH:14]1)[CH2:11][C:10](=[O:15])[CH2:9][CH2:8]2.[OH2:19]>>[CH3:2][C:10]1([OH:15])[CH2:9][CH2:8][c:7]2[cH:6][c:5]([Cl:4])[cH:14][cH:13][c:12]2[CH2:11]1. Starting materials: FC(C1=CC=C(C=C1)C1=CC=C(S1)C(C)=O)(F)F (1-(5-(4-(trifluoromethyl)phenyl)thien-2-yl)ethanone), ClC=1C=C(C=O)C=CC1O (3-chloro-4-hydroxybenzaldehyde). Product: ClC=1C=C(C=CC1O)C=CC(=O)C=1SC(=CC1)C1=CC=C(C=C1)C(F)(F)F (3-(3-Chloro-4-hydroxyphenyl)-1-(5-(4-(trifluoromethyl)phenyl)thien-2-yl)prop-2-en-1-one). As a reaction SMILES: [F:1][C:2]([F:18])([F:17])[C:3]1[CH:8]=[CH:7][C:6]([C:9]2[S:13][C:12]([C:14](=[O:16])[CH3:15])=[CH:11][CH:10]=2)=[CH:5][CH:4]=1.[Cl:19][C:20]1[CH:21]=[C:22]([CH:25]=[CH:26][C:27]=1[OH:28])[CH:23]=O>>[Cl:19][C:20]1[CH:21]=[C:22]([CH:23]=[CH:15][C:14]([C:12]2[S:13][C:9]([C:6]3[CH:5]=[CH:4][C:3]([C:2]([F:17])([F:1])[F:18])=[CH:8][CH:7]=3)=[CH:10][CH:11]=2)=[O:16])[CH:25]=[CH:26][C:27]=1[OH:28]. Procedure: 3-(3-Chloro-4-hydroxyphenyl)-1-(5-(4-(trifluoromethyl)phenyl)thien-2-yl)prop-2-en-1-one is prepared from 1-(5-(4-(trifluoromethyl)phenyl)thien-2-yl)ethanone and 3-chloro-4-hydroxybenzaldehyde according to general procedure B. The evaporation residue is purified by silica-gel chromatography.